Dataset: the Open Reaction Database (ORD), a public repository of structured organic reaction records. Task: describe an organic reaction: reactants, conditions, products, and yield Reactants: C=COC(C)=O, O=C(O)c1cccc2sc3ccccc3c(=O)c12. Yields the product C=COC(=O)c1cccc2sc3ccccc3c(=O)c12. As a reaction SMILES: [CH3:19][C:20]([O:21][CH:22]=[CH2:23])=[O:24].[c:1]1([C:16](=[O:17])[OH:18])[cH:2][cH:3][cH:4][c:5]2[s:6][c:7]3[cH:8][cH:9][cH:10][cH:11][c:12]3[c:13](=[O:15])[c:14]12>>[c:1]1([C:16](=[O:17])[O:18][CH:19]=[CH2:20])[cH:2][cH:3][cH:4][c:5]2[s:6][c:7]3[cH:8][cH:9][cH:10][cH:11][c:12]3[c:13](=[O:15])[c:14]12. The reactants are Cl.N1C=NCC(C1)C(=O)O (1,4,5,6-Tetrahydropyrimidine-5-carboxylic acid hydrochloride), C(CC)O (1-propanol), S(=O)(Cl)Cl (thionyl chloride). The product is Cl.N1C=NCC(C1)C(=O)OCCC (n-Propyl 1,4,5,6-Tetrahydropyrimidine-5-carboxylate Hydrochloride). The yield is 56.0%. RXN SMILES: Cl.[NH:2]1[CH2:7][CH:6]([C:8]([OH:10])=[O:9])[CH2:5][N:4]=[CH:3]1.S(Cl)([Cl:13])=O.[CH2:15](O)[CH2:16][CH3:17]>>[ClH:13].[NH:4]1[CH2:5][CH:6]([C:8]([O:10][CH2:15][CH2:16][CH3:17])=[O:9])[CH2:7][N:2]=[CH:3]1 |f:0.1,4.5|. Procedure: 1,4,5,6-Tetrahydropyrimidine-5-carboxylic acid hydrochloride (1.5 g, 9.1 mmol) was dissolved in 1-propanol (30 ml). To the mixture was added thionyl chloride (1.1 g, 9.1 mmol) and the solution was refluxed for 22h. The solvent was evaporated in vacuo to dryness. The residue was crystallized from methanol/THF to give 1.06 g (56%) of white crystals, mp 128°-130° C. 300 MHz nmr indicated product. Microanalysis calc.: C 46.49, H 7.26, N 13.56, found: C 46.21, H 6.96, N 17.41.